From a dataset of the Open Reaction Database (ORD), a public repository of structured organic reaction records. describe an organic reaction: reactants, conditions, products, and yield Reactants: OC1(C=CC(C=C1)=O)C#CC1=CC=CC=C1 (4-Hydroxy-4-(phenylethynyl)-2,5-cyclohexadiene-1-one), C(CCC)[Li] (n-butyllithium), Grignard reagent, OC1(C=CC(C=C1)=O)C#CC1=CC=CC=C1 (4-hydroxy-4 -(phenylethynyl)-2,5-cyclohexadiene-1-one), C1CCOC1 (THF), C1(=CC=CC=C1)C#CC1(C=CC(C=C1)(O)CCC1(OCC(CO1)(C)C)C)O (1-(phenylethynyl)-4-[2-(2,5,5-trimethyl-1,3-dioxan-2-yl)ethyl]-2,5-cyclohexadiene-1,4-diol). Solvent: CN1CCCN(C1=O)C (DMPU). Conditions: temperature -78 celsius. The product is OC1(C=CC(CC1CCC1(OCC(CO1)(C)C)C)=O)C#CC1=CC=CC=C1 (4-Hydroxy-4-(phenylethynyl)-5-[2-(2,5,5-trimethyl-1,3-dioxan-2-yl)ethyl]-2-cyclohexen-1-one). As a reaction SMILES: [OH:1][C:2]1([C:9]#[C:10][C:11]2[CH:16]=[CH:15][CH:14]=[CH:13][CH:12]=2)[CH:7]=[CH:6][C:5](=[O:8])[CH:4]=[CH:3]1.C1COCC1.C([Li])CCC.C1(C#CC2(O)C=CC([CH2:42][CH2:43][C:44]3([CH3:52])[O:49][CH2:48][C:47]([CH3:51])([CH3:50])[CH2:46][O:45]3)(O)C=C2)C=CC=CC=1>CN1C(=O)N(C)CCC1>[OH:1][C:2]1([C:9]#[C:10][C:11]2[CH:12]=[CH:13][CH:14]=[CH:15][CH:16]=2)[CH:7]([CH2:42][CH2:43][C:44]2([CH3:52])[O:45][CH2:46][C:47]([CH3:51])([CH3:50])[CH2:48][O:49]2)[CH2:6][C:5](=[O:8])[CH:4]=[CH:3]1. Procedure details: 4-Hydroxy-4-(phenylethynyl)-2,5-cyclohexadiene-1-one (1.26 g, 0.006 mole), the compound of Example 1a and 25 mL of dry THF were placed in a dry 100 mL, three-necked round-bottomed flask under nitrogen. The reaction was cooled to -78° C. and treated dropwise with n-butyllithium (4 mL of 1.48M). The reaction was allowed to warm slowly to about 0° C. During this time, a white slurry formed. The reaction was cooled to -78° C. and treated with 4.6 mL of DMPU and one equivalent of the Grignard reagent... The reactants are C1(CCCCC1)N(C1=CC(=NC=N1)C(=O)NC1=CC=C(C=C1)S(=O)(=O)CCCC(=O)OCC)CC1CC1 (Ethyl 4-({4-[({6-[cyclohexyl(cyclopropylmethyl)amino]pyrimidin-4-yl}carbonyl)amino]phenyl}sulfonyl)butanoate), [OH-].[Na+] (sodium hydroxide), Cl (HCl). The solvent is C1CCOC1 (THF). Conditions: temperature 0 celsius, time 45 minute. Yields the product C1(CCCCC1)N(C1=CC(=NC=N1)C(=O)NC1=CC=C(C=C1)S(=O)(=O)CCCC(=O)O)CC1CC1 (4-({4-[({6-[cyclohexyl(cyclopropylmethyl)amino]pyrimidin-4-yl}carbonyl)amino]phenyl}sulfonyl)butanoic acid). Isolated yield 81.2%. Reaction SMILES: [CH:1]1([N:7]([CH2:34][CH:35]2[CH2:37][CH2:36]2)[C:8]2[N:13]=[CH:12][N:11]=[C:10]([C:14]([NH:16][C:17]3[CH:22]=[CH:21][C:20]([S:23]([CH2:26][CH2:27][CH2:28][C:29]([O:31]CC)=[O:30])(=[O:25])=[O:24])=[CH:19][CH:18]=3)=[O:15])[CH:9]=2)[CH2:6][CH2:5][CH2:4][CH2:3][CH2:2]1.[OH-].[Na+].Cl>C1COCC1>[CH:1]1([N:7]([CH2:34][CH:35]2[CH2:36][CH2:37]2)[C:8]2[N:13]=[CH:12][N:11]=[C:10]([C:14]([NH:16][C:17]3[CH:22]=[CH:21][C:20]([S:23]([CH2:26][CH2:27][CH2:28][C:29]([OH:31])=[O:30])(=[O:25])=[O:24])=[CH:19][CH:18]=3)=[O:15])[CH:9]=2)[CH2:6][CH2:5][CH2:4][CH2:3][CH2:2]1 |f:1.2|. Reported procedure: A solution of ethyl 4-({4-[({6-[cyclohexyl(cyclopropylmethyl)amino]pyrimidin-4-yl}carbonyl)amino]phenyl}sulfonyl)butanoate (Example 131, 80 mg; 0.16 mmol) in THF (5 ml) was treated with 10% sodium hydroxide solution (20 ml). After stirring for 45 minutes the mixture was cooled to 0° C. and acidified with concentrated HCl. The mixture was extracted with EtOAc and the combined organic extracts washed with water, passed through a hydrophobic frit and the solvent removed in vacuo. The residue was pu... Reactants: CC(C)=O, COc1ccc(CNc2cc(Cn3c(Oc4cc(C)cc(C5OCCO5)c4)c(C(C)C)c(=O)[nH]c3=O)cc(Cl)n2)cc1, O, Cc1ccc(S(=O)(=O)[O-])cc1, c1cc[nH+]cc1. The product is COc1ccc(CNc2cc(Cn3c(Oc4cc(C)cc(C=O)c4)c(C(C)C)c(=O)[nH]c3=O)cc(Cl)n2)cc1. Reaction SMILES: [CH3:61][C:62](=[O:63])[CH3:64].[Cl:1][c:2]1[n:3][c:4]([NH:33][CH2:34][c:35]2[cH:36][cH:37][c:38]([O:41][CH3:42])[cH:39][cH:40]2)[cH:5][c:6]([CH2:8][n:9]2[c:10](=[O:32])[nH:11][c:12](=[O:31])[c:13]([CH:28]([CH3:29])[CH3:30])[c:14]2[O:15][c:16]2[cH:17][c:18]([CH:23]3[O:24][CH2:27][CH2:26][O:25]3)[cH:19][c:20]([CH3:22])[cH:21]2)[cH:7]1.[OH2:60].[c:43]1([CH3:44])[cH:45][cH:46][c:47]([S:48]([O-:49])(=[O:50])=[O:51])[cH:52][cH:53]1.[nH+:54]1[cH:55][cH:56][cH:57][cH:58][cH:59]1>>[Cl:1][c:2]1[n:3][c:4]([NH:33][CH2:34][c:35]2[cH:36][cH:37][c:38]([O:41][CH3:42])[cH:39][cH:40]2)[cH:5][c:6]([CH2:8][n:9]2[c:10](=[O:32])[nH:11][c:12](=[O:31])[c:13]([CH:28]([CH3:29])[CH3:30])[c:14]2[O:15][c:16]2[cH:17][c:18]([CH:23]=[O:24])[cH:19][c:20]([CH3:22])[cH:21]2)[cH:7]1. Starting materials: CCCC[N+](CCCC)(CCCC)CCCC.[F-] (TBAF), [Si](C)(C)(C(C)(C)C)OCC1CN(CC1)C(C(F)(F)F)=O (3-({[tert-butyl(dimethyl)silyl]oxy}methyl)-1-(trifluoroacetyl)pyrrolidine). Run in C1CCOC1 (THF). Run at time 8 hour. Yields the product FC(C(=O)N1CC(CC1)CO)(F)F ([1-(trifluoroacetyl)pyrrolidin-3-yl]methanol). Reaction SMILES: CCCC[N+](CCCC)(CCCC)CCCC.[F-].[Si]([O:26][CH2:27][CH:28]1[CH2:32][CH2:31][N:30]([C:33](=[O:38])[C:34]([F:37])([F:36])[F:35])[CH2:29]1)(C(C)(C)C)(C)C>C1COCC1>[F:37][C:34]([F:35])([F:36])[C:33]([N:30]1[CH2:31][CH2:32][CH:28]([CH2:27][OH:26])[CH2:29]1)=[O:38] |f:0.1|. Procedure details: TBAF was added to a THF solution of 3-({[tert-butyl(dimethyl)silyl]oxy}methyl)-1-(trifluoroacetyl)pyrrolidine and stirred overnight at room temperature. Thereafter, its work-up and purification were carried out in the standard method to obtain [1-(trifluoroacetyl)pyrrolidin-3-yl]methanol. EP: 198. Reactants: CCOC1CC(C=C(C)C2OC(=O)C3CCCCN3C(=O)C(=O)C3(O)OC(C(OC)CC(C)CC(C)=CC(CC)C(=O)CCC2C)C(OC)CC3C)CCC1OS(=O)(=O)c1ccccc1[N+](=O)[O-], [N-]=[N+]=[N-], [Na+], CN(C)C=O, O. Product: CCOC1CC(C=C(C)C2OC(=O)C3CCCCN3C(=O)C(=O)C3(O)OC(C(OC)CC(C)CC(C)=CC(CC)C(=O)CCC2C)C(OC)CC3C)CCC1N=[N+]=[N-]. RXN SMILES: [CH2:1]([CH3:2])[CH:3]1[C:4](=[O:68])[CH2:5][CH2:6][CH:7]([CH3:67])[CH:8]([C:42](=[CH:43][CH:44]2[CH2:45][CH:46]([O:63][CH2:64][CH3:65])[CH:47]([O:50][S:51]([c:52]3[cH:53][cH:54][cH:55][cH:56][c:57]3[N+:58]([O-:59])=[O:60])(=[O:61])=[O:62])[CH2:48][CH2:49]2)[CH3:66])[O:9][C:10](=[O:41])[CH:11]2[CH2:12][CH2:13][CH2:14][CH2:15][N:16]2[C:17](=[O:40])[C:18](=[O:39])[C:19]2([OH:38])[CH:20]([CH3:37])[CH2:21][CH:22]([O:35][CH3:36])[CH:23]([CH:24]([O:32][CH3:33])[CH2:25][CH:26]([CH3:31])[CH2:27][C:28]([CH3:30])=[CH:29]1)[O:34]2.[N-:70]=[N+:71]=[N-:72].[Na+:69].[O:74]=[CH:75][N:76]([CH3:77])[CH3:78].[OH2:73]>>[CH2:1]([CH3:2])[CH:3]1[C:4](=[O:68])[CH2:5][CH2:6][CH:7]([CH3:67])[CH:8]([C:42](=[CH:43][CH:44]2[CH2:45][CH:46]([O:63][CH2:64][CH3:65])[CH:47]([N:70]=[N+:71]=[N-:72])[CH2:48][CH2:49]2)[CH3:66])[O:9][C:10](=[O:41])[CH:11]2[CH2:12][CH2:13][CH2:14][CH2:15][N:16]2[C:17](=[O:40])[C:18](=[O:39])[C:19]2([OH:38])[CH:20]([CH3:37])[CH2:21][CH:22]([O:35][CH3:36])[CH:23]([CH:24]([O:32][CH3:33])[CH2:25][CH:26]([CH3:31])[CH2:27][C:28]([CH3:30])=[CH:29]1)[O:34]2. Reactants: CC(C)([O-])C.[K+] (potassium t-butoxide), CCOCC (ether), CCOCC (ether), ethyl ester, ClC=1C(=C(C(=O)O)C=CC1)CP(=O)COCC (3-chloro-2-[(ethoxymethylphosphinyl)methyl]benzoic acid), Cl (hydrochloric acid). Solvent: O (water). Run at time 30 minute. The product is ClC=1C=CC=C2C(CP(CC12)(=O)OCC)=O (8-chloro-2-ethoxy-2,3-dihydro-2-oxo-4(1H)-isophosphinolinone). The yield is 83.0%. Reaction SMILES: [CH3:1][C:2](C)([O-:4])[CH3:3].[K+].CC[O:9][CH2:10][CH3:11].[Cl:12][C:13]1[C:14]([CH2:22][PH:23](COCC)=[O:24])=C([CH:19]=[CH:20][CH:21]=1)C(O)=O.Cl>O>[Cl:12][C:13]1[CH:21]=[CH:20][CH:19]=[C:1]2[C:14]=1[CH2:22][P:23]([O:9][CH2:10][CH3:11])(=[O:24])[CH2:3][C:2]2=[O:4] |f:0.1|. Reported procedure: To a rapidly stirred suspension of 16 g. (140 mmol.) of potassium t-butoxide in 600 mL. of anhydrous ether was added dropwise under nitrogen 11.7 g. (35 mmol.) of ethyl ester of 3-chloro-2-[(ethoxymethylphosphinyl)methyl]benzoic acid previously prepared as in Step A of Part B above in 50 mL. of ether. The reaction mixture was stirred for an additional 30 minutes. 100 mL. of water was added followed by concentrated hydrochloric acid to provide a pH of 7. The ether layer was separated, washed with... The reactants are BrCCCc1ccccc1, O=C([O-])[O-], CC(C)=O, [K+], [K+], CCOC(=O)c1cn[nH]c1. Yields the product CCOC(=O)c1cnn(CCCc2ccccc2)c1. As a reaction SMILES: [Br:17][CH2:18][CH2:19][CH2:20][c:21]1[cH:22][cH:23][cH:24][cH:25][cH:26]1.[C:11](=[O:12])([O-:13])[O-:14].[CH3:27][C:28](=[O:29])[CH3:30].[K+:15].[K+:16].[nH:1]1[n:2][cH:3][c:4]([C:6](=[O:7])[O:8][CH2:9][CH3:10])[cH:5]1>>[n:1]1([CH2:18][CH2:19][CH2:20][c:21]2[cH:22][cH:23][cH:24][cH:25][cH:26]2)[n:2][cH:3][c:4]([C:6](=[O:7])[O:8][CH2:9][CH3:10])[cH:5]1. Reactants: CCOP(=O)(CC#N)OCC, C1CCOC1, COc1ccc(C=O)cc1OC1CCCC1, [H-], [Na+]. Product: COc1ccc(C=CC#N)cc1OC1CCCC1. RXN SMILES: [C:3](#[N:4])[CH2:5][P:6](=[O:7])([O:8][CH2:9][CH3:10])[O:11][CH2:12][CH3:13].[CH2:30]1[O:31][CH2:32][CH2:33][CH2:34]1.[CH:14]1([O:19][c:20]2[cH:21][c:22]([CH:23]=[O:24])[cH:25][cH:26][c:27]2[O:28][CH3:29])[CH2:15][CH2:16][CH2:17][CH2:18]1.[H-:2].[Na+:1]>>[C:3](#[N:4])[CH:5]=[CH:23][c:22]1[cH:21][c:20]([O:19][CH:14]2[CH2:15][CH2:16][CH2:17][CH2:18]2)[c:27]([O:28][CH3:29])[cH:26][cH:25]1.